Task: describe an organic reaction: reactants, conditions, products, and yield. Dataset: the Open Reaction Database (ORD), a public repository of structured organic reaction records Starting materials: Cl (Hydrochloric acid), C(C)C1=NC(=CC(=C1)N(CC1=CC=C(C=C1)C1=C(C=CC=C1)C=1N=NN(N1)C(C1=CC=CC=C1)(C1=CC=CC=C1)C1=CC=CC=C1)C(C)=O)CC (2,6-diethyl-4-[N-acetyl-N-(2'-(2-triphenylmethyl-2H-tetrazol-5-yl)biphenyl-4-yl)methylamino]pyridine). Run in O1CCOCC1 (1,4-dioxan). Reaction conditions: time 4 hour. Yields the product C(C)C1=NC(=CC(=C1)N(CC1=CC=C(C=C1)C1=C(C=CC=C1)C1=NN=NN1)C(C)=O)CC (2,6-diethyl-4-[N-acetyl-N-(2'-(1H-tetrazol-5-yl)biphenyl-4yl)methylamino]pyridine). Reaction SMILES: Cl.[CH2:2]([C:4]1[CH:9]=[C:8]([N:10]([C:48](=[O:50])[CH3:49])[CH2:11][C:12]2[CH:17]=[CH:16][C:15]([C:18]3[CH:23]=[CH:22][CH:21]=[CH:20][C:19]=3[C:24]3[N:25]=[N:26][N:27](C(C4C=CC=CC=4)(C4C=CC=CC=4)C4C=CC=CC=4)[N:28]=3)=[CH:14][CH:13]=2)[CH:7]=[C:6]([CH2:51][CH3:52])[N:5]=1)[CH3:3]>O1CCOCC1>[CH2:2]([C:4]1[CH:9]=[C:8]([N:10]([C:48](=[O:50])[CH3:49])[CH2:11][C:12]2[CH:17]=[CH:16][C:15]([C:18]3[CH:23]=[CH:22][CH:21]=[CH:20][C:19]=3[C:24]3[NH:28][N:27]=[N:26][N:25]=3)=[CH:14][CH:13]=2)[CH:7]=[C:6]([CH2:51][CH3:52])[N:5]=1)[CH3:3]. Reported procedure: 4M Hydrochloric acid (1.5 ml) was added to a solution of 2,6-diethyl-4-[N-acetyl-N-(2'-(2-triphenylmethyl-2H-tetrazol-5-yl)biphenyl-4-yl)methylamino]pyridine (A) (0.67 g) in 1,4-dioxan (10 ml) and the mixture was stirred for 4 hours. Volatile material was removed by evaporation and the residue purified by flash chromatography eluting with dichloromethane/methanol (17:3 v/v) to give 2,6-diethyl-4-[N-acetyl-N-(2'-(1H-tetrazol-5-yl)biphenyl-4yl)methylamino]pyridine as a solid; NMR (d6 -DMSO): 1.17(... Reactants: O1CCN(CC1)C=1C=2N(C(=CN1)C=1C=CC(=NC1)N1CCN(CC1)C(=O)OC(C)(C)C)C=C(N2)\C=C\C2=NC1=CC=CC=C1C=C2 ((E)-tert-Butyl 4-(5-(8-morpholino-2-(2-(quinolin-2-yl)vinyl)imidazo[1,2-a]pyrazin-5-yl)pyridin-2-yl)piperazine-1-carboxylate). Run in CO (MeOH). Run at time 3 hour. The product is O1CCN(CC1)C=1C=2N(C(=CN1)C=1C=CC(=NC1)N1CCN(CC1)C(=O)OC(C)(C)C)C=C(N2)CCC2=NC1=CC=CC=C1C=C2 (tert-Butyl 4-(5-(8-morpholino-2-(2-(quinolin-2-yl)ethyl)imidazo[1,2-a]pyrazin-5-yl)pyridin-2-yl)piperazine-1-carboxylate), solid. Yield: 53.0%. As a reaction SMILES: [O:1]1[CH2:6][CH2:5][N:4]([C:7]2[C:8]3[N:9]([CH:32]=[C:33](/[CH:35]=[CH:36]/[C:37]4[CH:46]=[CH:45][C:44]5[C:39](=[CH:40][CH:41]=[CH:42][CH:43]=5)[N:38]=4)[N:34]=3)[C:10]([C:13]3[CH:14]=[CH:15][C:16]([N:19]4[CH2:24][CH2:23][N:22]([C:25]([O:27][C:28]([CH3:31])([CH3:30])[CH3:29])=[O:26])[CH2:21][CH2:20]4)=[N:17][CH:18]=3)=[CH:11][N:12]=2)[CH2:3][CH2:2]1>CO>[O:1]1[CH2:6][CH2:5][N:4]([C:7]2[C:8]3[N:9]([CH:32]=[C:33]([CH2:35][CH2:36][C:37]4[CH:46]=[CH:45][C:44]5[C:39](=[CH:40][CH:41]=[CH:42][CH:43]=5)[N:38]=4)[N:34]=3)[C:10]([C:13]3[CH:14]=[CH:15][C:16]([N:19]4[CH2:20][CH2:21][N:22]([C:25]([O:27][C:28]([CH3:29])([CH3:30])[CH3:31])=[O:26])[CH2:23][CH2:24]4)=[N:17][CH:18]=3)=[CH:11][N:12]=2)[CH2:3][CH2:2]1. Procedure: A solution of compound 19b (130 mg, 0.210 mmol) in MeOH (50 mL) was evacuated and back flushed with Argon gas three times before Pd/C (10%, 100 mg) was added. The mixture was evacuated and back flushed with H2, and was stirred at rt under H2 (in a balloon) for 3 h. The reaction mixture was filtered through a pad of diatomaceous earth, and the filtrate was concentrated under reduced pressure to leave a brown oil, which was purified by flash column chromatography on silica gel, eluting with EtOAc/... The reactants are CC1=C(C(=O)NC=2C=C(C(=O)NC3=CC=C(C=N3)C(=O)OC)C=C(C2)NC(C2=C(C=CC=C2)C)=O)C=CC=C1 (Methyl 6-{[3,5-di-(2-methylbenzoylamino)benzoyl]amino}-3-pyridinecarboxylate), [OH-].[Li+] (lithium hydroxide). The solvent is O (water), C1CCOC1 (THF). The product is CC1=C(C(=O)NC=2C=C(C(=O)NC3=CC=C(C=N3)C(=O)O)C=C(C2)NC(C2=C(C=CC=C2)C)=O)C=CC=C1 (6-{[3,5-Di-(2-methylbenzoylamino)benzoyl]amino}-3-pyridinecarboxylic Acid). The yield is 12.6%. Reaction SMILES: [CH3:1][C:2]1[CH:39]=[CH:38][CH:37]=[CH:36][C:3]=1[C:4]([NH:6][C:7]1[CH:8]=[C:9]([CH:23]=[C:24]([NH:26][C:27](=[O:35])[C:28]2[CH:33]=[CH:32][CH:31]=[CH:30][C:29]=2[CH3:34])[CH:25]=1)[C:10]([NH:12][C:13]1[N:18]=[CH:17][C:16]([C:19]([O:21]C)=[O:20])=[CH:15][CH:14]=1)=[O:11])=[O:5].[OH-].[Li+]>O.C1COCC1>[CH3:1][C:2]1[CH:39]=[CH:38][CH:37]=[CH:36][C:3]=1[C:4]([NH:6][C:7]1[CH:8]=[C:9]([CH:23]=[C:24]([NH:26][C:27](=[O:35])[C:28]2[CH:33]=[CH:32][CH:31]=[CH:30][C:29]=2[CH3:34])[CH:25]=1)[C:10]([NH:12][C:13]1[N:18]=[CH:17][C:16]([C:19]([OH:21])=[O:20])=[CH:15][CH:14]=1)=[O:11])=[O:5] |f:1.2|. Procedure: Methyl 6-{[3,5-di-(2-methylbenzoylamino)benzoyl]amino}-3-pyridinecarboxylate (130 mg 0.25 mM) was stirred at room temperature overnight with lithium hydroxide (52.5 mg 1.25 mM) in water (2 ml) and THF (10 ml). The mixture was then evaporated to remove the THF and acidified with 1.0N hydrochloric acid to pH=3. The precipitated solid was filtered, washed with water and vacuum dried at room temperature (70 mg 72.1%). Recrystallisation from ethyl acetate/methanol gave the title compound (16 mg 16.5%... The reactants are CCOC(=O)C=C(CNC(CCOC)C(=O)OC)Oc1ccccc1Cl, CC#N. Product: COCCC(C(=O)OC)N1CC(Oc2ccccc2Cl)=CC1=O. As a reaction SMILES: [CH2:1]([O:3][C:4](=[O:2])[CH:5]=[C:6]([CH2:7][NH:8][CH:9]([CH2:10][CH2:11][O:12][CH3:13])[C:14](=[O:15])[O:16][CH3:17])[O:18][c:19]1[c:20]([Cl:25])[cH:21][cH:22][cH:23][cH:24]1)[CH3:26].[CH3:27][C:28]#[N:29]>>[O:3]=[C:4]1[CH:5]=[C:6]([O:18][c:19]2[c:20]([Cl:25])[cH:21][cH:22][cH:23][cH:24]2)[CH2:7][N:8]1[CH:9]([CH2:10][CH2:11][O:12][CH3:13])[C:14](=[O:15])[O:16][CH3:17]. Starting materials: CC(C)(C)OC(=O)C1(C)CCc2ncc(NC(=O)OCc3ccccc3)c(=O)n21, CC(C)(C)OC(=O)C1CCc2ncc(NC(=O)OCc3ccccc3)c(=O)n21, CCI. The product is CCC1(C(=O)OC(C)(C)C)CCc2ncc(NC(=O)OCc3ccccc3)c(=O)n21. Reaction SMILES: [C:1]([CH3:2])([CH3:3])([CH3:4])[O:5][C:6](=[O:7])[C:8]1([CH3:29])[CH2:9][CH2:10][c:11]2[n:12]1[c:13](=[O:28])[c:14]([NH:17][C:18](=[O:19])[O:20][CH2:21][c:22]1[cH:23][cH:24][cH:25][cH:26][cH:27]1)[cH:15][n:16]2.[CH2:30]([O:31][C:32]([NH:33][c:34]1[c:35](=[O:36])[n:37]2[c:48]([n:49][cH:50]1)[CH2:47][CH2:46][CH:38]2[C:39]([O:40][C:41]([CH3:42])([CH3:43])[CH3:44])=[O:45])=[O:51])[c:52]1[cH:53][cH:54][cH:55][cH:56][cH:57]1.[CH2:58]([I:59])[CH3:60]>>[C:1]([CH3:2])([CH3:3])([CH3:4])[O:5][C:6](=[O:7])[C:8]1([CH2:29][CH3:30])[CH2:9][CH2:10][c:11]2[n:12]1[c:13](=[O:28])[c:14]([NH:17][C:18](=[O:19])[O:20][CH2:21][c:22]1[cH:23][cH:24][cH:25][cH:26][cH:27]1)[cH:15][n:16]2.